From a dataset of the Open Reaction Database (ORD), a public repository of structured organic reaction records. describe an organic reaction: reactants, conditions, products, and yield Starting materials: dichlorobis(4-(di-tert-butylphosphino)-N,N-dimethylaniline)palladium (II), C1(=CCCCC1)B(O)O (cyclohexenylboronic acid), C(C)(=O)[O-].[K+] (potassium acetate), BrC=1C=C(C=NC1)C=O (5-bromo-3-formylpyridine). Run in CCO.O (EtOH H2O). Reaction conditions: temperature 80 celsius, time 18 hour. Product: C1(=CCCCC1)C=1C=NC=C(C=O)C1 (5-cyclohexenylnicotinaldehyde). Reaction SMILES: Br[C:2]1[CH:3]=[C:4]([CH:8]=[O:9])[CH:5]=[N:6][CH:7]=1.[C:10]1(B(O)O)[CH2:15][CH2:14][CH2:13][CH2:12][CH:11]=1.C([O-])(=O)C.[K+]>CCO.O>[C:10]1([C:2]2[CH:7]=[N:6][CH:5]=[C:4]([CH:3]=2)[CH:8]=[O:9])[CH2:15][CH2:14][CH2:13][CH2:12][CH:11]=1 |f:2.3,4.5|. Reported procedure: To a suspension of 5-bromo-3-formylpyridine (1.25 g, 6.72 mmol) in EtOH/H2O (6/1, 17.8 mL) was added cyclohexenylboronic acid (1.02 g, 8.06 mmol) and potassium acetate (1.65 g, 16.8 mmol). The solution was degassed three times and dichlorobis(4-(di-tert-butylphosphino)-N,N-dimethylaniline)palladium (II) (0.084 g, 0.13 mmol) was added. The reaction was stirred at 80° C. for 18 h, and cooled to RT. The reaction mixture was concentrated, then triturated in EtOH and filtered. The filtrate was dilute... Starting materials: COC(=O)CP(=O)(OC)OC (trimethyl phosphonoacetate), [H-].[Na+] (sodium hydride), COC1=CC=C(C=C1)C1=C(OC=2N=CN=C(C21)NCCCC=O)C2=CC=CC=C2 (4-{[5-(4-methoxyphenyl)-6-phenylfuro-[2,3-d]pyrimidin-4-yl]amino}butanal). The solvent is ClCCl (dichloromethane), O (water), C1CCOC1 (THF). Reaction conditions: time 1 hour. Yields the product COC(\C=C\CCCNC=1C2=C(N=CN1)OC(=C2C2=CC=C(C=C2)OC)C2=CC=CC=C2)=O ((2E)-6-{[5-(4-Methoxyphenyl)-6-phenylfuro[2,3-d]pyrimidin-4-yl]amino}-hex-2-enoic acid methyl ester). As a reaction SMILES: [CH3:1][O:2][C:3]([CH2:5]P(OC)(OC)=O)=[O:4].[H-].[Na+].[CH3:14][O:15][C:16]1[CH:21]=[CH:20][C:19]([C:22]2[C:30]3[C:29]([NH:31][CH2:32][CH2:33][CH2:34][CH:35]=O)=[N:28][CH:27]=[N:26][C:25]=3[O:24][C:23]=2[C:37]2[CH:42]=[CH:41][CH:40]=[CH:39][CH:38]=2)=[CH:18][CH:17]=1>C1COCC1.ClCCl.O>[CH3:1][O:2][C:3](=[O:4])/[CH:5]=[CH:35]/[CH2:34][CH2:33][CH2:32][NH:31][C:29]1[C:30]2[C:22]([C:19]3[CH:20]=[CH:21][C:16]([O:15][CH3:14])=[CH:17][CH:18]=3)=[C:23]([C:37]3[CH:38]=[CH:39][CH:40]=[CH:41][CH:42]=3)[O:24][C:25]=2[N:26]=[CH:27][N:28]=1 |f:1.2|. Procedure details: Add 0.095 ml (0.588 mmol) trimethyl phosphonoacetate dropwise at RT to a suspension of 21.6 mg sodium hydride (60% dispersion in oil, approx. 0.539 mmol) in 2 ml THF. Stir the mixture for a further 1 h and then add 190 mg (0.49 mmol) 4-{[5-(4-methoxyphenyl)-6-phenylfuro-[2,3-d]pyrimidin-4-yl]amino}butanal. Stir overnight at RT and then dilute the mixture with dichloromethane and water. Wash the organic phase with saturated sodium chloride solution, dry, and concentrate under vacuum. The target c... The reactants are ClC=1C(=CC(=C(C1)O)[C@@]1(O[C@@H]([C@H]([C@@H]([C@H]1OCC1=CC=CC=C1)OCC1=CC=CC=C1)OCC1=CC=CC=C1)COCC1=CC=CC=C1)CC(=C)C)CC1=CC=C(C=C1)CC (5-chloro-4-(4-ethylbenzyl)-2-((2S,3R,4S,5R,6R)-3,4,5-tris(benzyloxy)-6-(benzyloxymethyl)-2-(2-methylallyl)tetrahydro-2H-pyran-2-yl)phenol), ClC=1C=C(C(=O)OO)C=CC1 (3-chlorobenzoperoxoic acid). Run in C(Cl)Cl (DCM). Conditions: time 8 hour. The product is ClC=1C(=CC(=C(C1)O)[C@]1(O[C@@H]([C@H]([C@@H]([C@H]1OCC1=CC=CC=C1)OCC1=CC=CC=C1)OCC1=CC=CC=C1)COCC1=CC=CC=C1)CC1(OC1)C)CC1=CC=C(C=C1)CC (5-chloro-4-(4-ethylbenzyl)-2-((2R,3R,4S,5R,6R)-3,4,5-tris(benzyloxy)-6-(benzyloxymethyl)-2-((2-methyloxiran-2-yl)methyl)tetrahydro-2H-pyran-2-yl)phenol). Isolated yield 77.5%. Reaction SMILES: [Cl:1][C:2]1[C:3]([CH2:52][C:53]2[CH:58]=[CH:57][C:56]([CH2:59][CH3:60])=[CH:55][CH:54]=2)=[CH:4][C:5]([C@@:9]2([CH2:48][C:49]([CH3:51])=[CH2:50])[C@H:14]([O:15][CH2:16][C:17]3[CH:22]=[CH:21][CH:20]=[CH:19][CH:18]=3)[C@@H:13]([O:23][CH2:24][C:25]3[CH:30]=[CH:29][CH:28]=[CH:27][CH:26]=3)[C@H:12]([O:31][CH2:32][C:33]3[CH:38]=[CH:37][CH:36]=[CH:35][CH:34]=3)[C@@H:11]([CH2:39][O:40][CH2:41][C:42]3[CH:47]=[CH:46][CH:45]=[CH:44][CH:43]=3)[O:10]2)=[C:6]([OH:8])[CH:7]=1.ClC1C=C(C=CC=1)C(OO)=[O:66]>C(Cl)Cl>[Cl:1][C:2]1[C:3]([CH2:52][C:53]2[CH:58]=[CH:57][C:56]([CH2:59][CH3:60])=[CH:55][CH:54]=2)=[CH:4][C:5]([C@:9]2([CH2:48][C:49]3([CH3:51])[CH2:50][O:66]3)[C@H:14]([O:15][CH2:16][C:17]3[CH:18]=[CH:19][CH:20]=[CH:21][CH:22]=3)[C@@H:13]([O:23][CH2:24][C:25]3[CH:30]=[CH:29][CH:28]=[CH:27][CH:26]=3)[C@H:12]([O:31][CH2:32][C:33]3[CH:38]=[CH:37][CH:36]=[CH:35][CH:34]=3)[C@@H:11]([CH2:39][O:40][CH2:41][C:42]3[CH:43]=[CH:44][CH:45]=[CH:46][CH:47]=3)[O:10]2)=[C:6]([OH:8])[CH:7]=1. Procedure details: To a solution of 25 (52 mg, 63 μmol) in anhydrous DCM (1 mL) was added 3-chlorobenzoperoxoic acid (21 mg, 95 μmol, 1.2 equiv). The reaction was stirred overnight, directly loaded onto a preparatory TLC plate, and eluted with 15% EtOAc in petroleum ether to give 50 (41 mg, 77% yield). LC/MS m/z 862 (M+Na).